From a dataset of the Open Reaction Database (ORD), a public repository of structured organic reaction records. describe an organic reaction: reactants, conditions, products, and yield Procedure details: 4-Pyridinevaleric acid was prepared according to the procedure employed in the preparation of 3-pyridinevaleric acid. From 56.0 g of the hydrobromide salt of 3-(4-pyridyl)propyl bromide there was obtained 10.4 g (24%) of 4-pyridinevaleric acid, mp 195°-200° C. The analytical sample was obtained from isopropanol, mp 200°-201° C. The reactants are N1=CC=C(C=C1)CCCBr (3-(4-pyridyl)propyl bromide), N1=CC(=CC=C1)CCCCC(=O)O (3-pyridinevaleric acid). Product: hydrobromide salt, N1=CC=C(C=C1)CCCCC(=O)O (4-pyridinevaleric acid). RXN SMILES: N1C=CC=C(CCC[CH2:10][C:11]([OH:13])=[O:12])C=1.[N:14]1[CH:19]=[CH:18][C:17]([CH2:20][CH2:21][CH2:22]Br)=[CH:16][CH:15]=1>>[N:14]1[CH:19]=[CH:18][C:17]([CH2:20][CH2:21][CH2:22][CH2:10][C:11]([OH:13])=[O:12])=[CH:16][CH:15]=1. The yield is 24.0%. Reactants: C(C)OC1=C(N(C2=CC=C(C=C12)OC)C1=CC=CC=C1)C(=O)O (3-ethoxy-5-methoxy-1-phenyl-1H-indole-2-carboxylic acid), C(=O)(N1C=NC=C1)N1C=NC=C1 (1,1'-carbonyldiimidazole), [OH-].[NH4+] (ammonium hydroxide). The solvent is O1CCCC1 (tetrahydrofuran). Product: C(C)OC1=C(N(C2=CC=C(C=C12)OC)C1=CC=CC=C1)C(=O)N (3-Ethoxy-5-methoxy-1-phenyl-1H-indole-2-carboxamide). The yield is 75.5%. RXN SMILES: [CH2:1]([O:3][C:4]1[C:12]2[C:7](=[CH:8][CH:9]=[C:10]([O:13][CH3:14])[CH:11]=2)[N:6]([C:15]2[CH:20]=[CH:19][CH:18]=[CH:17][CH:16]=2)[C:5]=1[C:21]([OH:23])=O)[CH3:2].C(N1C=CN=C1)([N:26]1C=CN=C1)=O.[OH-].[NH4+]>O1CCCC1>[CH2:1]([O:3][C:4]1[C:12]2[C:7](=[CH:8][CH:9]=[C:10]([O:13][CH3:14])[CH:11]=2)[N:6]([C:15]2[CH:20]=[CH:19][CH:18]=[CH:17][CH:16]=2)[C:5]=1[C:21]([NH2:26])=[O:23])[CH3:2] |f:2.3|. Procedure: A mixture of 3-ethoxy-5-methoxy-1-phenyl-1H-indole-2-carboxylic acid (0.11 g, 0.35 mmol; Unangst PC, et al., J. Med. Chem. 1989;32:1360) and 1,1'-carbonyldiimidazole (0.065 g, 0.40 mmol) in 5.0 mL of tetrahydrofuran is stirred at reflux for 90 minutes. The mixture is cooled slightly and 5.0 mL of concentrated ammonium hydroxide is added. After stirring for an additional 90 minutes, the mixture is partitioned between ethyl acetate and brine. The organic layer is washed several times with fresh br... Starting materials: [H-].[Na+] (NaH), BrC1=CC=C(C=C1)S (4-bromobenzene thiol), COC(CBr)OC (bromoacetaldehyde dimethyl acetal). Run in C1CCOC1 (THF). Yields the product BrC1=CC=C(C=C1)SCC(OC)OC (1-bromo-4-(2,2-dimethoxyethyl-sulfenyl)benzene). As a reaction SMILES: [H-].[Na+].[Br:3][C:4]1[CH:9]=[CH:8][C:7]([SH:10])=[CH:6][CH:5]=1.[CH3:11][O:12][CH:13]([O:16][CH3:17])[CH2:14]Br>C1COCC1>[Br:3][C:4]1[CH:9]=[CH:8][C:7]([S:10][CH2:14][CH:13]([O:16][CH3:17])[O:12][CH3:11])=[CH:6][CH:5]=1 |f:0.1|. Procedure details: NaH (1.2 g, 20.5 mmol, 60% in mineral oil) was added to a dry THF (20 ml) solution of 4-bromobenzene thiol (3.0 g, 15.8 mmol) and reacted at room temperature for 10 minutes. Next, bromoacetaldehyde dimethyl acetal (2.8 mL, 23.7 mmol) was added to the mixture and reacted while being refluxed for two days. The reactants are NC(=O)CCC(=O)NBr, CCOC(=O)c1c(-c2ccc(-c3sccc3[N+](=O)[O-])cc2)c(C#N)cn1C, ClCCl, N, c1cc[nH]c1. The product is CCOC(=O)c1c(-c2ccc(-c3sccc3[N+](=O)[O-])cc2)c(C#N)c(Br)n1C. As a reaction SMILES: [Br:34][NH:35][C:36](=[O:37])[CH2:38][CH2:39][C:40]([NH2:41])=[O:42].[C:7](#[N:8])[c:9]1[c:10](-[c:20]2[cH:21][cH:22][c:23](-[c:26]3[s:27][cH:28][cH:29][c:30]3[N+:31](=[O:32])[O-:33])[cH:24][cH:25]2)[c:11]([C:15](=[O:16])[O:17][CH2:18][CH3:19])[n:12]([CH3:14])[cH:13]1.[CH2:43]([Cl:44])[Cl:45].[N:1].[nH:2]1[cH:3][cH:4][cH:5][cH:6]1>>[C:7](#[N:8])[c:9]1[c:10](-[c:20]2[cH:21][cH:22][c:23](-[c:26]3[s:27][cH:28][cH:29][c:30]3[N+:31](=[O:32])[O-:33])[cH:24][cH:25]2)[c:11]([C:15](=[O:16])[O:17][CH2:18][CH3:19])[n:12]([CH3:14])[c:13]1[Br:34]. Reported procedure: Triethylamine (2.65 mL) and magnesium chloride (2.16 g) were added to dry acetonitrile (37.5 mL) suspension of potassium ethylmalonate (3.23 g), and the mixture was vigorously stirred at room temperature for 16 hours under in an atmosphere of argon. Next, a catalytically effective amount of N,N-dimethylaminopyridine and 1,1′-carbonyldiimidazole (1.35 g) were added to anhydrous tetrahydrofuran (30 mL) solution of 6-t-butyldimethylsilyloxy-2-(2-phenylethyl)benzimidazole-4-carboxylic acid (3.0 g) o... RXN SMILES: [Cl-].[Mg+2].[Cl-].C(C(C([O-])=O)C([O-])=O)C.[K+].[K+].C(N1C=CN=C1)(N1C=CN=C1)=O.[Si:27]([O:34][C:35]1[CH:36]=[C:37](C(O)=O)[C:38]2[NH:42][C:41]([CH2:43][CH2:44][C:45]3[CH:50]=[CH:49][CH:48]=[CH:47][CH:46]=3)=[N:40][C:39]=2[CH:51]=1)([C:30]([CH3:33])([CH3:32])[CH3:31])([CH3:29])[CH3:28].[Mg+2].[C:56]([O:62][CH2:63][CH3:64])(=[O:61])[CH2:57][C:58]([O-])=[O:59].C(OC(=O)CC([O-])=O)C.Cl.C(=O)(O)[O-].[Na+]>O1CCCC1.C(#N)C.C(N(CC)CC)C>[Si:27]([O:34][C:35]1[CH:36]=[C:37]([C:58](=[O:59])[CH2:57][C:56]([O:62][CH2:63][CH3:64])=[O:61])[C:38]2[NH:42][C:41]([CH2:43][CH2:44][C:45]3[CH:50]=[CH:49][CH:48]=[CH:47][CH:46]=3)=[N:40][C:39]=2[CH:51]=1)([C:30]([CH3:32])([CH3:33])[CH3:31])([CH3:29])[CH3:28] |f:0.1.2,3.4.5,8.9.10,12.13|. Run at time 16 hour. Yields the product [Si](C)(C)(C(C)(C)C)OC=1C=C(C2=C(N=C(N2)CCC2=CC=CC=C2)C1)C(CC(=O)OCC)=O (ethyl 3-(6-t-butyldimethylsilyloxy-2-(2-phenylethyl)benzimidazol-4-yl)-3-oxopropanoate). Solvent: C(C)#N (acetonitrile), C(C)N(CC)CC (Triethylamine), O1CCCC1 (tetrahydrofuran), ice water. Reactants: [Cl-].[Mg+2].[Cl-] (magnesium chloride), C(C)C(C(=O)[O-])C(=O)[O-].[K+].[K+] (potassium ethylmalonate), C([O-])(O)=O.[Na+] (sodium bicarbonate), N,N-dimethylaminopyridine, C(=O)(N1C=NC=C1)N1C=NC=C1 (1,1′-carbonyldiimidazole), [Si](C)(C)(C(C)(C)C)OC=1C=C(C2=C(N=C(N2)CCC2=CC=CC=C2)C1)C(=O)O (6-t-butyldimethylsilyloxy-2-(2-phenylethyl)benzimidazole-4-carboxylic acid), Cl (hydrochloric acid), [Mg+2].C(CC(=O)[O-])(=O)OCC.C(C)OC(CC(=O)[O-])=O (ethyl malonate magnesium salt). The reactants are Cl (hydrochloric acid), FC1=C(N)C(=C(C=C1F)F)F (2,3,5,6-tetrafluoroaniline), C(C)C1=CC=C(C=C1)Br (4-ethylbromobenzene), CC(C)([O-])C.[Na+] (sodium tert-butoxide), C(C)(C)(C)P(C(C)(C)C)C(C)(C)C (tri-tert-butylphosphin), bis-dibenzylideneacetone palladium(0). Run in O (water), C1(=CC=CC=C1)C (toluene). Reaction conditions: temperature 85 celsius, time 45 minute. Product: FC1=C(C(=C(C=C1F)F)F)NC1=CC=C(C=C1)CC (N-(2′,3′,5′,6′-tetrafluorophenyl)-4-ethylanilin). As a reaction SMILES: [F:1][C:2]1[C:8]([F:9])=[CH:7][C:6]([F:10])=[C:5]([F:11])[C:3]=1[NH2:4].[CH2:12]([C:14]1[CH:19]=[CH:18][C:17](Br)=[CH:16][CH:15]=1)[CH3:13].CC(C)([O-])C.[Na+].C(P(C(C)(C)C)C(C)(C)C)(C)(C)C.Cl>O.C1(C)C=CC=CC=1>[F:1][C:2]1[C:8]([F:9])=[CH:7][C:6]([F:10])=[C:5]([F:11])[C:3]=1[NH:4][C:17]1[CH:18]=[CH:19][C:14]([CH2:12][CH3:13])=[CH:15][CH:16]=1 |f:2.3|. Procedure details: A mixture of 2,3,5,6-tetrafluoroaniline (4.5 g, 27.3 mmol), 4-ethylbromobenzene (5.0 g, 27 mmol), toluene (50 ml), sodium tert-butoxide (4.67 g, 48 mmol), tri-tert-butylphosphin (217 mg, 1.07 mmol) and bis-dibenzylideneacetone-palladium(0) (260 mg, 0.45 mmol) is heated under nitrogen to 85° C. for 15.5 h. The mixture is cooled to room temperature and water (30 ml), concentrated hydrochloric acid (20 ml) and hyflo are added. After stirring for 45 minutes, the mixture is filtered and the organic p...